Dataset: the Open Reaction Database (ORD), a public repository of structured organic reaction records. Task: describe an organic reaction: reactants, conditions, products, and yield Starting materials: BrC1=CSC2=C1N=CN=C2OC2CCN(CC2)C(=O)OC(C)(C)C (Tert-butyl 4-(7-bromothieno[3,2-d]pyrimidin-4-yloxy)piperidine-1-carboxylate), CS(=O)(=O)C1=CC=C(C=C1)B(O)O (4-methanesulfonyl-phenylboronic acid), C(=O)([O-])[O-].[Na+].[Na+] (Na2CO3). Reagents/catalysts: C=1C=CC(=CC1)[P](C=2C=CC=CC2)(C=3C=CC=CC3)[Pd]([P](C=4C=CC=CC4)(C=5C=CC=CC5)C=6C=CC=CC6)([P](C=7C=CC=CC7)(C=8C=CC=CC8)C=9C=CC=CC9)[P](C=1C=CC=CC1)(C=1C=CC=CC1)C=1C=CC=CC1 (Pd(PPh3)4). Solvent: O1CCOCC1 (1,4-dioxane). Reaction conditions: temperature 100 celsius, time 12 hour. Yields the product CS(=O)(=O)C1=CC=C(C=C1)C1=CSC2=C1N=CN=C2OC2CCN(CC2)C(=O)OC(C)(C)C (tert-butyl 4-(7-(4-methanesulfonyl-phenyl)thieno[3,2-d]pyrimidin-4-yloxy)piperidine-1-carboxylate). Yield: 21.2%. As a reaction SMILES: Br[C:2]1[C:6]2[N:7]=[CH:8][N:9]=[C:10]([O:11][CH:12]3[CH2:17][CH2:16][N:15]([C:18]([O:20][C:21]([CH3:24])([CH3:23])[CH3:22])=[O:19])[CH2:14][CH2:13]3)[C:5]=2[S:4][CH:3]=1.[CH3:25][S:26]([C:29]1[CH:34]=[CH:33][C:32](B(O)O)=[CH:31][CH:30]=1)(=[O:28])=[O:27].C([O-])([O-])=O.[Na+].[Na+]>C1C=CC([P]([Pd]([P](C2C=CC=CC=2)(C2C=CC=CC=2)C2C=CC=CC=2)([P](C2C=CC=CC=2)(C2C=CC=CC=2)C2C=CC=CC=2)[P](C2C=CC=CC=2)(C2C=CC=CC=2)C2C=CC=CC=2)(C2C=CC=CC=2)C2C=CC=CC=2)=CC=1.O1CCOCC1>[CH3:25][S:26]([C:29]1[CH:34]=[CH:33][C:32]([C:2]2[C:6]3[N:7]=[CH:8][N:9]=[C:10]([O:11][CH:12]4[CH2:17][CH2:16][N:15]([C:18]([O:20][C:21]([CH3:24])([CH3:23])[CH3:22])=[O:19])[CH2:14][CH2:13]4)[C:5]=3[S:4][CH:3]=2)=[CH:31][CH:30]=1)(=[O:28])=[O:27] |f:2.3.4,^1:47,49,68,87|. Procedure: Tert-butyl 4-(7-bromothieno[3,2-d]pyrimidin-4-yloxy)piperidine-1-carboxylate (100 mg), 4-methanesulfonyl-phenylboronic acid (72 mg), Pd(PPh3)4 (17 mg) and 2N Na2CO3 (0.72 mL) were added to 1,4-dioxane (2 mL), and stirred at 100° C. for 12 hours in a hermetically sealed reactor. The reaction mixture was cooled to room temperature, extracted with ethyl acetate and distilled water, and the organic layer thus obtained was washed with water and a saline solution. Subsequently, the washed organic laye... Reactants: COC(=O)c1sc(-c2ccc(C(F)(F)F)cc2)nc1C(C)C, CON, CC(C)[Mg+], [Cl-], Cl, C1CCOC1. Yields the product CON(C)C(=O)c1sc(-c2ccc(C(F)(F)F)cc2)nc1C(C)C. As a reaction SMILES: [CH3:1][O:2][C:3](=[O:4])[c:5]1[c:6]([CH:20]([CH3:21])[CH3:22])[n:7][c:8](-[c:10]2[cH:11][cH:12][c:13]([C:16]([F:17])([F:18])[F:19])[cH:14][cH:15]2)[s:9]1.[CH3:24][O:25][NH2:26].[CH:28]([Mg+:29])([CH3:30])[CH3:31].[Cl-:27].[ClH:23].[O:32]1[CH2:33][CH2:34][CH2:35][CH2:36]1>>[C:3](=[O:4])([c:5]1[c:6]([CH:20]([CH3:21])[CH3:22])[n:7][c:8](-[c:10]2[cH:11][cH:12][c:13]([C:16]([F:17])([F:18])[F:19])[cH:14][cH:15]2)[s:9]1)[N:26]([O:25][CH3:24])[CH3:28]. Starting materials: FC1=C(C(=O)Cl)C=CC=C1 (2-fluorobenzoyl chloride), C1(=CC=CC=C1)OC (anisole). Product: FC1=C(C(=O)C2=CC=C(C=C2)OC)C=CC=C1 (2-fluoro-4'-methoxybenzophenone). RXN SMILES: [F:1][C:2]1[CH:10]=[CH:9][CH:8]=[CH:7][C:3]=1[C:4](Cl)=[O:5].[C:11]1([O:17][CH3:18])[CH:16]=[CH:15][CH:14]=[CH:13][CH:12]=1>>[F:1][C:2]1[CH:10]=[CH:9][CH:8]=[CH:7][C:3]=1[C:4]([C:14]1[CH:15]=[CH:16][C:11]([O:17][CH3:18])=[CH:12][CH:13]=1)=[O:5]. Procedure: The process of Example 1 was followed except for the following: in Step 4, 2-fluorobenzoyl chloride was used in place of 3-methylbenzoyl chloride and reacted with anisole in place of benzene to yield 2-fluoro-4'-methoxybenzophenone; in Step 5, 2-fluoro-4'-methoxybenzophenone was used in place of 3-methylbenzophenone to produce 1-(2-fluorophenyl)-1-(4-methoxyphenyl)-2-propyn-1-ol; and in Step 6, 1-(2-fluorophenyl)-1-(4-methoxyphenyl)-2-propyn-1-ol was used in place of 1-(3-methylphenyl)-1-phenyl-... The reactants are C(CCCCCCCCCCC)OC=1C=NC(=NC1)C1=CC=C(C=C1)CCCCCC (5-dodecyloxy-2-(4-hexylphenyl)pyrimidine), C(CCCCCCCCCCC)OC=1C=NC(=NC1)C1=CC=C(C=C1)CCCCCCCCCCCC.C(CCCCCCCCCCC)OC=1C=NC(=NC1)C1=CC=C(C=C1)CCCCCCCCCCC (5-dodecyloxy-2-(4-undecylphenyl)pyrimidine 5-dodecyloxy-2-(4-dodecylphenyl)pyrimidine). Product: C(CCCCCCCCCCC)OC=1C=NC(=NC1)C1=CC=C(C=C1)CCCCC (5-dodecyloxy-2-(4-pentylphenyl)pyrimidine). Reaction SMILES: [CH2:1]([O:13][C:14]1[CH:15]=[N:16][C:17]([C:20]2[CH:25]=[CH:24][C:23]([CH2:26][CH2:27][CH2:28][CH2:29][CH2:30]C)=[CH:22][CH:21]=2)=[N:18][CH:19]=1)[CH2:2][CH2:3][CH2:4][CH2:5][CH2:6][CH2:7][CH2:8][CH2:9][CH2:10][CH2:11][CH3:12].C(OC1C=NC(C2C=CC(CCCCCCCCCCCC)=CC=2)=NC=1)CCCCCCCCCCC.C(OC1C=NC(C2C=CC(CCCCCCCCCCC)=CC=2)=NC=1)CCCCCCCCCCC>>[CH2:1]([O:13][C:14]1[CH:19]=[N:18][C:17]([C:20]2[CH:25]=[CH:24][C:23]([CH2:26][CH2:27][CH2:28][CH2:29][CH3:30])=[CH:22][CH:21]=2)=[N:16][CH:15]=1)[CH2:2][CH2:3][CH2:4][CH2:5][CH2:6][CH2:7][CH2:8][CH2:9][CH2:10][CH2:11][CH3:12] |f:1.2|. Procedure: 5-dodecyloxy-2-(4-hexylphenyl)pyrimidine ##STR30## 5-dodecyloxy-2-(4-heptylphenyl)pyrimidine ##STR31## 5-dodecyloxy-2-(4-octylphenyl)pyrimidine ##STR32## 5-dodecyloxy-2-(4-nonylphenyl)pyrimidine ##STR33## 5-dodecyloxy-2-(4-decylphenyl)pyrimidine ##STR34## 5-dodecyloxy-2-(4-undecylphenyl)pyrimidine 5-dodecyloxy-2-(4-dodecylphenyl)pyrimidine Reactants: [I-].[K+] (potassium iodide), C/C(=C/C(=O)C)/O[Al](O/C(=C\C(=O)C)/C)O/C(=C\C(=O)C)/C (aluminum acetylacetonate), O1C=C1CC (epoxybutene), I (hydrogen iodide), O1C=C1CC (epoxybutene). Reagents/catalysts: [I-].[Zn+2].[I-] (zinc iodide). The solvent is CN1C(CCC1)=O (N-methylpyrrolidone). Reaction conditions: time 90 minute. Yields the product O1CC=CC1 (2,5-dihydrofuran), C(\C=C\C)=O (crotonaldehyde). The yield is 5.0%. RXN SMILES: [I-].[K+].[CH3:3]/[C:4](/O[Al](O/C(/C)=C\C(C)=O)[O:11]/[C:12](/C)=[CH:13]\[C:14]([CH3:16])=O)=[CH:5]/[C:6](C)=[O:7].O1C(CC)=C1.I>[I-].[Zn+2].[I-].CN1CCCC1=O>[O:11]1[CH2:16][CH:14]=[CH:13][CH2:12]1.[CH:6](=[O:7])/[CH:5]=[CH:4]/[CH3:3] |f:0.1,5.6.7|. Procedure: In a 300 mL Fischer-Porter glass reactor were charged zinc iodide (3.0 g, 0.009 mol), potassium iodide (1.0 g, 0.006 mol), aluminum acetylacetonate (1.9 g, 0.006 mol), epoxybutene (30 g, 0.43 mol), hydrogen iodide (2.0 g, 0.009 mol), and N-methylpyrrolidone (120 g). The reactor was purged three times with nitrogen and was pressurized to 20 psig with nitrogen. The reactor was agitated by a magnetic stirrer and heated by an oil bath. The temperature was brought up to 120° C. and held at this tempe... The reactants are ClC=1C(=C(C=C(C1)Cl)S(=O)(=O)N(CC1=CC=C(C=C1)C1=CC=C(C=C1)F)CC=1C=C(CNC(OC(C)(C)C)=O)C=CC1)O (tert-Butyl 3-[(3,5-dichloro-N-((4′-fluorobiphenyl-4-yl)methyl]-2-hydroxyphenylsulfonamido) methyl)benzylcarbamate), FC(C(=O)O)(F)F (Trifluoroacetic acid). The solvent is C(Cl)Cl (DCM). Reaction conditions: temperature 0 celsius, time 10 minute. Product: NCC=1C=C(CN(S(=O)(=O)C2=C(C(=CC(=C2)Cl)Cl)O)CC2=CC=C(C=C2)C2=CC=C(C=C2)F)C=CC1 (N-(3-(Aminomethyl)benzyl)-3,5-dichloro-N-((4′-fluorobiphenyl-4-yl)methyl)-2-hydroxybenzenesulfonamide). Reaction SMILES: [Cl:1][C:2]1[C:3]([OH:43])=[C:4]([S:9]([N:12]([CH2:27][C:28]2[CH:29]=[C:30]([CH:40]=[CH:41][CH:42]=2)[CH2:31][NH:32]C(=O)OC(C)(C)C)[CH2:13][C:14]2[CH:19]=[CH:18][C:17]([C:20]3[CH:25]=[CH:24][C:23]([F:26])=[CH:22][CH:21]=3)=[CH:16][CH:15]=2)(=[O:11])=[O:10])[CH:5]=[C:6]([Cl:8])[CH:7]=1.FC(F)(F)C(O)=O>C(Cl)Cl>[NH2:32][CH2:31][C:30]1[CH:29]=[C:28]([CH:42]=[CH:41][CH:40]=1)[CH2:27][N:12]([CH2:13][C:14]1[CH:19]=[CH:18][C:17]([C:20]2[CH:25]=[CH:24][C:23]([F:26])=[CH:22][CH:21]=2)=[CH:16][CH:15]=1)[S:9]([C:4]1[CH:5]=[C:6]([Cl:8])[CH:7]=[C:2]([Cl:1])[C:3]=1[OH:43])(=[O:11])=[O:10]. Reported procedure: tert-Butyl 3-[(3,5-dichloro-N-((4′-fluorobiphenyl-4-yl)methyl]-2-hydroxyphenylsulfonamido) methyl)benzylcarbamate (1.0 g, 1.5 mmol, 1 eq) was dissolved in dry DCM, stirred for 10 minutes and cooled to 0° C. Trifluoroacetic acid (3.5 g, 309 mmol 20 eq) was added slowly at 0° C. The reaction mixture was stirred for 10 min and slowly brought to rt. After 4 h, the solvent was evaporated under reduced pressure, and ethyl acetate and 10% aq. NaHCO3 solution were added. The mixture was stirred for 10 m...